The task is: describe an organic reaction: reactants, conditions, products, and yield. This data is from the Open Reaction Database (ORD), a public repository of structured organic reaction records. Reactants: CO, CCOC(=O)c1nc(N)sc1-c1ccncc1, [Na+], [OH-], O. The product is Nc1nc(C(=O)O)c(-c2ccncc2)s1. As a reaction SMILES: [CH3:20][OH:21].[NH2:1][c:2]1[s:3][c:4](-[c:12]2[cH:13][cH:14][n:15][cH:16][cH:17]2)[c:5]([C:7](=[O:8])[O:9][CH2:10][CH3:11])[n:6]1.[Na+:19].[OH-:18].[OH2:22]>>[NH2:1][c:2]1[s:3][c:4](-[c:12]2[cH:13][cH:14][n:15][cH:16][cH:17]2)[c:5]([C:7](=[O:8])[OH:9])[n:6]1. The reactants are C1(=CC=CC=C1)NN (phenylhydrazine), FC1=CC=C(C=C1)C(CC1=CC=C(C=C1)S(=O)(=O)C)=O (1-(4-Fluorophenyl)-2-(4-(methylsulfonyl)phenyl)ethanone). Reagents/catalysts: CS(=O)(=O)O (methanesulfonic acid). Run in C1(=CC=CC=C1)C.CC(=O)O (toluene HOAc), CCOC(=O)C (EtOAc). Run at time 8 hour. Yields the product FC1=CC=C(C=C1)C=1NC2=CC=CC=C2C1C1=CC=C(C=C1)S(=O)(=O)C (2-(4-Fluorophenyl)-3-(4-(methylsulfonyl)phenyl)indole). The yield is 53.6%. RXN SMILES: [C:1]1([NH:7]N)[CH:6]=[CH:5][CH:4]=[CH:3][CH:2]=1.[F:9][C:10]1[CH:15]=[CH:14][C:13]([C:16](=O)[CH2:17][C:18]2[CH:23]=[CH:22][C:21]([S:24]([CH3:27])(=[O:26])=[O:25])=[CH:20][CH:19]=2)=[CH:12][CH:11]=1>C1(C)C=CC=CC=1.CC(O)=O.CS(O)(=O)=O.CCOC(C)=O>[F:9][C:10]1[CH:11]=[CH:12][C:13]([C:16]2[NH:7][C:1]3[C:6]([C:17]=2[C:18]2[CH:23]=[CH:22][C:21]([S:24]([CH3:27])(=[O:26])=[O:25])=[CH:20][CH:19]=2)=[CH:5][CH:4]=[CH:3][CH:2]=3)=[CH:14][CH:15]=1 |f:2.3|. Procedure details: A solution of phenylhydrazine (203 uL, 1.73 mmol) and 1-(4-fluorophenyl)-2-(4-(methylsulfonyl)phenyl)ethanone (510 mg, 1.73 mmol) (Step 2) in a mixture of toluene/HOAc (2:1; 5 mL) containing 1 drop of methanesulfonic acid was stirred at r.t. overnight. The reaction mixture was diluted with EtOAc and was washed successively with H2O, 1M NaOH, H2O and dried. Evaporation of the solvent gave a residue which was purified by silica gel chromatography using EtOAc/hexane (1:3+10% CH2Cl2) as eluent to af... Reactants: BrC=1C=C(C=NC1C#N)N1C[C@@H](CCC1)NC(OC(C)(C)C)=O ((R)-tert-butyl 1-(5-bromo-6-cyanopyridin-3-yl)piperidin-3-ylcarbamate), NC1=CC=C(C=C1)C(=O)N1CCOCC1 ((4-aminophenyl)(morpholino)methanone), CC1(C2=C(C(=CC=C2)P(C3=CC=CC=C3)C4=CC=CC=C4)OC5=C(C=CC=C51)P(C6=CC=CC=C6)C7=CC=CC=C7)C (XantPhos), C(=O)([O-])[O-].[Cs+].[Cs+] (Cs2CO3). Reagents/catalysts: C=1C=CC(=CC1)/C=C/C(=O)/C=C/C2=CC=CC=C2.C=1C=CC(=CC1)/C=C/C(=O)/C=C/C2=CC=CC=C2.C=1C=CC(=CC1)/C=C/C(=O)/C=C/C2=CC=CC=C2.[Pd].[Pd] (Pd2(dba)3). The solvent is O1CCOCC1 (dioxane). Conditions: temperature 115 celsius, time 2 hour. Product: C(#N)C1=C(C=C(C=N1)N1C[C@@H](CCC1)NC(OC(C)(C)C)=O)NC1=CC=C(C=C1)C(=O)N1CCOCC1 ((R)-tert-butyl 1-(6-cyano-5-(4-(morpholine-4-carbonyl)phenylamino)pyridin-3-yl)piperidin-3-ylcarbamate). The yield is 80.0%. As a reaction SMILES: Br[C:2]1[CH:3]=[C:4]([N:10]2[CH2:15][CH2:14][CH2:13][C@@H:12]([NH:16][C:17](=[O:23])[O:18][C:19]([CH3:22])([CH3:21])[CH3:20])[CH2:11]2)[CH:5]=[N:6][C:7]=1[C:8]#[N:9].[NH2:24][C:25]1[CH:30]=[CH:29][C:28]([C:31]([N:33]2[CH2:38][CH2:37][O:36][CH2:35][CH2:34]2)=[O:32])=[CH:27][CH:26]=1.CC1(C)C2C(=C(P(C3C=CC=CC=3)C3C=CC=CC=3)C=CC=2)OC2C(P(C3C=CC=CC=3)C3C=CC=CC=3)=CC=CC1=2.C([O-])([O-])=O.[Cs+].[Cs+]>O1CCOCC1.C1C=CC(/C=C/C(/C=C/C2C=CC=CC=2)=O)=CC=1.C1C=CC(/C=C/C(/C=C/C2C=CC=CC=2)=O)=CC=1.C1C=CC(/C=C/C(/C=C/C2C=CC=CC=2)=O)=CC=1.[Pd].[Pd]>[C:8]([C:7]1[N:6]=[CH:5][C:4]([N:10]2[CH2:15][CH2:14][CH2:13][C@@H:12]([NH:16][C:17](=[O:23])[O:18][C:19]([CH3:22])([CH3:21])[CH3:20])[CH2:11]2)=[CH:3][C:2]=1[NH:24][C:25]1[CH:26]=[CH:27][C:28]([C:31]([N:33]2[CH2:34][CH2:35][O:36][CH2:37][CH2:38]2)=[O:32])=[CH:29][CH:30]=1)#[N:9] |f:3.4.5,7.8.9.10.11|. Procedure details: A mixture of (R)-tert-butyl 1-(5-bromo-6-cyanopyridin-3-yl)piperidin-3-ylcarbamate (95) (300 mg, 0.78 mmol), (4-aminophenyl)(morpholino)methanone (322 mg, 1.56 mmol), Pd2(dba)3 (73 mg, 0.08 mmol), XantPhos (93 mg, 0.16 mmol), fine powder Cs2CO3 (765 mg, 2.34 mmol) in dioxane (50 mL) was degassed with nitrogen stream for 3 min. The mixture was stirred in a nitrogen atmosphere at 115° C. for 2 h. The mixture was cooled, diluted with 200 mL EtOAc, filtered through celite, and concentrated in vacuo.... The reactants are C(=O)(OC)C1=CC=C(C(C(=O)N)=C1)O (5-carbomethoxysalicylamide), ICC (iodoethane), C[O-].[Na+] (sodium methoxide), C(C)OC1=C(C(=O)N)C=C(C=C1)OC (2-ethoxy-5-methoxybenzamide), 14A. Solvent: CO (methanol). Yields the product C(=O)(OC)C=1C=CC(=C(C(=O)N)C1)OCC (5-Carbomethoxy-2-ethoxybenzamide). RXN SMILES: [C:1]([C:5]1[CH:13]=[C:9]([C:10]([NH2:12])=[O:11])[C:8]([OH:14])=[CH:7][CH:6]=1)([O:3][CH3:4])=[O:2].I[CH2:16][CH3:17].C[O-].[Na+].C(OC1C=CC(OC)=CC=1C(N)=O)C>CO>[C:1]([C:5]1[CH:6]=[CH:7][C:8]([O:14][CH2:16][CH3:17])=[C:9]([CH:13]=1)[C:10]([NH2:12])=[O:11])([O:3][CH3:4])=[O:2] |f:2.3|. Procedure details: 5-Carbomethoxy-2-ethoxybenzamide (m.p. 159°-161°) was prepared from 5-carbomethoxysalicylamide, iodoethane, and sodium methoxide in methanol in a manner analogous to that described for the preparation of 2-ethoxy-5-methoxybenzamide in Preparation 14A. The reactants are [Na] (sodium), C1(=CC=CC=C1)CN(CCCN(CCCN(S(=O)(=O)C1=CC=C(C=C1)C)CC1=CC=CC=C1)C(=O)OC(C)(C)C)S(=O)(=O)C1=CC=C(C=C1)C (1,9-bis[(phenyl)methyl]-1,9-bis[(4-methylphenyl)sulfonyl]-5-(t-butyloxycarbonyl)-1,5,9-triazanonane), N (ammonia), [Cl-].[NH4+] (ammonium chloride), [Na] (sodium), N (ammonia). Product: C1(=CC=CC=C1)CNCCCN(CCCNCC1=CC=CC=C1)C(=O)OC(C)(C)C (1,9-Bis[(phenyl)methyl]-5-(t-butyloxycarbonyl)-1,5,9-triazanonane). RXN SMILES: [C:1]1([CH2:7][N:8](S(C2C=CC(C)=CC=2)(=O)=O)[CH2:9][CH2:10][CH2:11][N:12]([C:34]([O:36][C:37]([CH3:40])([CH3:39])[CH3:38])=[O:35])[CH2:13][CH2:14][CH2:15][N:16]([CH2:27][C:28]2[CH:33]=[CH:32][CH:31]=[CH:30][CH:29]=2)S(C2C=CC(C)=CC=2)(=O)=O)[CH:6]=[CH:5][CH:4]=[CH:3][CH:2]=1.N.[Na].[Cl-].[NH4+]>>[C:1]1([CH2:7][NH:8][CH2:9][CH2:10][CH2:11][N:12]([C:34]([O:36][C:37]([CH3:40])([CH3:39])[CH3:38])=[O:35])[CH2:13][CH2:14][CH2:15][NH:16][CH2:27][C:28]2[CH:29]=[CH:30][CH:31]=[CH:32][CH:33]=2)[CH:2]=[CH:3][CH:4]=[CH:5][CH:6]=1 |f:3.4,^1:51|. Procedure details: Mix 1,9-bis[(phenyl)methyl]-1,9-bis[(4-methylphenyl)sulfonyl]-5-(t-butyloxycarbonyl)-1,5,9-triazanonane (720 mg, 1 mmol) in dry liquid ammonia (25 mL) at -40° C. Add small pieces of sodium until a permanent blue color remains. Discharge the excess sodium with saturated ammonium chloride. Allow the ammonia to evaporate spontaneously and partition the residue between ethyl acetate and water. Separate the organic phase, dry (MgSO4) and evaporate the solvent in vacuo. Purify by silica gel chromatogr... The reactants are C(C1=CC=CC=C1)OC(NC=1C=CC=C2C(=CNC12)C1(CCC2=CC(=CC=C12)F)CC)=O ([3-(1-ethyl-5-fluoro-indan-1-yl)-1H-indol-7-yl]-carbamic acid benzyl ester). The reagents and catalysts are [OH-].[OH-].[Pd+2] (palladium hydroxide on carbon). Run in C(C)O (ethanol). Run at time 18 hour. Yields the product C(C)C1(CCC2=CC(=CC=C12)F)C1=CNC2=C(C=CC=C12)N (3-(1-Ethyl-5-fluoro-indan-1-yl)-1H-indol-7-ylamine). The yield is 94.1%. As a reaction SMILES: C(OC(=O)[NH:10][C:11]1[CH:12]=[CH:13][CH:14]=[C:15]2[C:19]=1[NH:18][CH:17]=[C:16]2[C:20]1([CH2:30][CH3:31])[C:28]2[C:23](=[CH:24][C:25]([F:29])=[CH:26][CH:27]=2)[CH2:22][CH2:21]1)C1C=CC=CC=1>C(O)C.[OH-].[OH-].[Pd+2]>[CH2:30]([C:20]1([C:16]2[C:15]3[C:19](=[C:11]([NH2:10])[CH:12]=[CH:13][CH:14]=3)[NH:18][CH:17]=2)[C:28]2[C:23](=[CH:24][C:25]([F:29])=[CH:26][CH:27]=2)[CH2:22][CH2:21]1)[CH3:31] |f:2.3.4|. Reported procedure: A mixture of [3-(1-ethyl-5-fluoro-indan-1-yl)-1H-indol-7-yl]-carbamic acid benzyl ester (7.78 g, 18.2 mmol) and 20% palladium hydroxide on carbon (1.6 g) in ethanol is hydrogenated at 50° C. at 60 psi for 18 hours. After filtration of the catalyst the solution is concentrated in vacuo to furnish the title compound as a black solid (5.04 g, 94%). LC-MS m/z 295.1 (M++1). The reactants are [Na] (sodium), C1=CC=CC1 (cyclopentadiene), C=1(C(=CC=CC1)C)C (xylene), C(C)(=O)O (acetic acid), ClCCCCCCCl (1,6-dichlorohexane). The reagents and catalysts are C(C)(C)(C)O (tertiary butanol), CC1=CC(NC2=CC=CC=C12)(C)C (poly(2,2,4-trimethyl-1,2-dihydroquinoline)). Conditions: temperature 45 celsius. Yields the product C1(C=CC=C1)CCCCCCC1C=CC=C1 (1,6-bis(cyclopentadienyl)hexane). Isolated yield 90.4%. As a reaction SMILES: [Na].[CH:2]1[CH2:6][CH:5]=[CH:4][CH:3]=1.Cl[CH2:8][CH2:9][CH2:10][CH2:11][CH2:12][CH2:13]Cl.C(O)(=O)C.C1(C)[C:20]([CH3:25])=[CH:21][CH:22]=[CH:23]C=1>C(O)(C)(C)C.CC1C2C(=CC=CC=2)NC(C)(C)C=1>[CH:3]1([CH2:8][CH2:9][CH2:10][CH2:11][CH2:12][CH2:13][CH:20]2[CH:21]=[CH:22][CH:23]=[CH:25]2)[CH:2]=[CH:6][CH:5]=[CH:4]1 |^1:0|. Reported procedure: A dispersion of 138 g of sodium in 800 g of xylene was mixed with 18 g of tertiary butanol and 436.2 g of monomeric cyclopentadiene were stirred in dropwise at 45° C. The mixture was heated for 2 hours at 45° C., then raised to the boil and 441.6 g of 1,6-dichlorohexane were dropped in. On completion of the dropwise addition 3.0 g of poly(2,2,4-trimethyl-1,2-dihydroquinoline) were added and the whole was heated for another 4 hours at the boil, then cooled, neutralized with a small quantity of gl...